Dataset: the Open Reaction Database (ORD), a public repository of structured organic reaction records. Task: describe an organic reaction: reactants, conditions, products, and yield The reactants are C1(CC1)C=1N=C2C(=NC1)N(C=C2C(=O)N[C@H](C(=O)N(C)C)C)COCC[Si](C)(C)C ((S)-2-cyclopropyl-N-(1-(dimethylamino)-1-oxopropan-2-yl)-5-((2-(trimethylsilyl)ethoxy)methyl)-5H-pyrrolo[2,3-b]pyrazine-7-carboxamide), C1COCCOCCOCCOCCOCCO1 (18-crown-6), [F-].[Cs+] (cesium fluoride). Solvent: C(C)#N (acetonitrile). Yields the product CN(C(=O)[C@H](C)NC(=O)C1=CNC2=NC=C(N=C21)C2CC2)C (2-cyclopropyl-5H-pyrrolo[2,3-b]pyrazine-7-carboxylic acid ((S)-1-dimethylcarbamoyl-ethyl)-amide). Isolated yield 45.5%. As a reaction SMILES: [CH:1]1([C:4]2[N:5]=[C:6]3[C:12]([C:13]([NH:15][C@@H:16]([CH3:22])[C:17]([N:19]([CH3:21])[CH3:20])=[O:18])=[O:14])=[CH:11][N:10](COCC[Si](C)(C)C)[C:7]3=[N:8][CH:9]=2)[CH2:3][CH2:2]1.C1OCCOCCOCCOCCOCCOC1.[F-].[Cs+]>C(#N)C>[CH3:21][N:19]([CH3:20])[C:17]([C@@H:16]([NH:15][C:13]([C:12]1[C:6]2[C:7](=[N:8][CH:9]=[C:4]([CH:1]3[CH2:2][CH2:3]3)[N:5]=2)[NH:10][CH:11]=1)=[O:14])[CH3:22])=[O:18] |f:2.3|. Reported procedure: To a solution of (S)-2-cyclopropyl-N-(1-(dimethylamino)-1-oxopropan-2-yl)-5-((2-(trimethylsilyl)ethoxy)methyl)-5H-pyrrolo[2,3-b]pyrazine-7-carboxamide (150 mg, 0.35 mmol) in acetonitrile (15.8 mL) at room temperature was added 18-crown-6 (92 mg, 0.35 mmol) and cesium fluoride (528 mg, 3.48 mmol). The reaction mixture was heated to reflux temperature for 48 h then cooled to room temperature and filtered over a pad of celite. The filtrate was evaporated under vacuum and the crude residue was parti... Starting materials: O=S1(N(CCC1)C1=NC=C(C(=O)OCC)C=C1)=O (ethyl 6-(1,1-dioxo-1λ6-isothiazolidin-2-yl)nicotinate), C1(CC1)C=1C(=NC=C(C1)C1CC1)N1CCNCC1 (1-(3,5-dicyclopropylpyridin-2-yl)piperazine). The product is C1(CC1)C=1C(=NC=C(C1)C1CC1)N1CCN(CC1)C(=O)C=1C=NC(=CC1)N1S(CCC1)(=O)=O ([4-(3,5-dicyclopropylpyridin-2-yl)piperazin-1-yl][6-(1,1-dioxo-1λ6-isothiazolidin-2-yl)pyridin-3-yl]methanone). Isolated yield 66.9%. As a reaction SMILES: [O:1]=[S:2]1(=[O:18])[CH2:6][CH2:5][CH2:4][N:3]1[C:7]1[CH:17]=[CH:16][C:10]([C:11]([O:13]CC)=O)=[CH:9][N:8]=1.[CH:19]1([C:22]2[C:23]([N:31]3[CH2:36][CH2:35][NH:34][CH2:33][CH2:32]3)=[N:24][CH:25]=[C:26]([CH:28]3[CH2:30][CH2:29]3)[CH:27]=2)[CH2:21][CH2:20]1>>[CH:19]1([C:22]2[C:23]([N:31]3[CH2:32][CH2:33][N:34]([C:11]([C:10]4[CH:9]=[N:8][C:7]([N:3]5[CH2:4][CH2:5][CH2:6][S:2]5(=[O:1])=[O:18])=[CH:17][CH:16]=4)=[O:13])[CH2:35][CH2:36]3)=[N:24][CH:25]=[C:26]([CH:28]3[CH2:30][CH2:29]3)[CH:27]=2)[CH2:20][CH2:21]1. Procedure details: Using ethyl 6-(1,1-dioxo-1λ6-isothiazolidin-2-yl)nicotinate (300 mg) described in Preparation Example 25 and 1-(3,5-dicyclopropylpyridin-2-yl)piperazine (297 mg) described in Preparation Example 88 and by the reaction and treatment in the same manner as in Example 109, the title compound (347 mg) was obtained. Reactants: ClC1=NC2=CC=CC=C2C(=N1)N1CC2=CC=CC=C2CC1 (2-Chloro-4-(1,2,3,4-Tetrahydroisoquinoline-2-Yl) Quinazoline), CC1=C(N)C=CC=C1 (2-methylaniline). The solvent is CN(C=O)C (dimethylform-amide). The product is Cl.CC1=C(C=CC=C1)NC1=NC2=CC=CC=C2C(=N1)N1CC2=CC=CC=C2CC1 (2-(2-Methylphenylamino)-4-(1,2,3,4-Tetrahydroisoquinoline-2-Yl)Quinazoline Hydrochloride). Yield: 22.0%. Reaction SMILES: [Cl:1][C:2]1[N:11]=[C:10]([N:12]2[CH2:21][CH2:20][C:19]3[C:14](=[CH:15][CH:16]=[CH:17][CH:18]=3)[CH2:13]2)[C:9]2[C:4](=[CH:5][CH:6]=[CH:7][CH:8]=2)[N:3]=1.[CH3:22][C:23]1[CH:29]=[CH:28][CH:27]=[CH:26][C:24]=1[NH2:25]>CN(C)C=O>[ClH:1].[CH3:22][C:23]1[CH:29]=[CH:28][CH:27]=[CH:26][C:24]=1[NH:25][C:2]1[N:11]=[C:10]([N:12]2[CH2:21][CH2:20][C:19]3[C:14](=[CH:15][CH:16]=[CH:17][CH:18]=3)[CH2:13]2)[C:9]2[C:4](=[CH:5][CH:6]=[CH:7][CH:8]=2)[N:3]=1 |f:3.4|. Reported procedure: In accordance with the same procedures as in Example 18, except that to a mixture of 3.05 g of the compound (10.3 mM) prepared in Example 1 and 15 ml of dimethylform-amide, 2.2 ml of 2-methylaniline(20.6 mM) was added, 0.9 g of the title compound was prepared. The reactants are CC(O)CO, CC(C)[Si](Cl)(C(C)C)C(C)C, CN(C)C=O, c1c[nH]cn1. The product is CC(O)CO[Si](C(C)C)(C(C)C)C(C)C. As a reaction SMILES: [CH3:12][CH:13]([OH:14])[CH2:15][OH:16].[CH:1]([CH3:2])([CH3:3])[Si:4]([CH:5]([CH3:6])[CH3:7])([CH:8]([CH3:9])[CH3:10])[Cl:11].[O:22]=[CH:23][N:24]([CH3:25])[CH3:26].[nH:17]1[cH:18][cH:19][n:20][cH:21]1>>[CH:1]([CH3:2])([CH3:3])[Si:4]([CH:5]([CH3:6])[CH3:7])([CH:8]([CH3:9])[CH3:10])[O:16][CH2:15][CH:13]([CH3:12])[OH:14]. Starting materials: [Cl-].[NH4+] (ammonium chloride), [H-].[Na+] (sodium hydride), COC1=CC=C(C=C1)N=NC1=C(C(=CC(=C1)OC)C(C)(C)C)O (2-(4-methoxyphenylazo)-4-methoxy-6-tert-butylphenol), COCCl (methoxymethyl chloride). Solvent: CN(C=O)C (dimethylformamide), O1CCCC1 (tetrahydrofuran). Conditions: time 2 hour. Product: COC1=CC=C(C=C1)N=NC1=C(OCOC)C(=CC(=C1)OC)C(C)(C)C ([2-(4-methoxyphenylazo)-4-methoxy-6-tert-butylphenoxy]methoxymethane). Yield: 96.6%. Reaction SMILES: [H-].[Na+].[CH3:3][O:4][C:5]1[CH:10]=[CH:9][C:8]([N:11]=[N:12][C:13]2[CH:18]=[C:17]([O:19][CH3:20])[CH:16]=[C:15]([C:21]([CH3:24])([CH3:23])[CH3:22])[C:14]=2[OH:25])=[CH:7][CH:6]=1.[CH3:26][O:27][CH2:28]Cl.[Cl-].[NH4+]>O1CCCC1.CN(C)C=O>[CH3:3][O:4][C:5]1[CH:6]=[CH:7][C:8]([N:11]=[N:12][C:13]2[CH:18]=[C:17]([O:19][CH3:20])[CH:16]=[C:15]([C:21]([CH3:22])([CH3:24])[CH3:23])[C:14]=2[O:25][CH2:26][O:27][CH3:28])=[CH:9][CH:10]=1 |f:0.1,4.5|. Procedure details: To a suspension of 63 g of 62.5% sodium hydride and 2500 ml of dimethylformamide (DMF) was added dropwise under ice-cooling 3000 ml of a tetrahydrofuran (THF) solution containing 472 g of 2-(4-methoxyphenylazo)-4-methoxy-6-tert-butylphenol. After elevating the temperature to room temperature, the mixture was ice-cooled again, and 133 g of methoxymethyl chloride was added dropwise. After stirring at room temperature for 2 hours, 300 ml of an aqueous saturated ammonium chloride solution was gradua...